Dataset: the Open Reaction Database (ORD), a public repository of structured organic reaction records. Task: describe an organic reaction: reactants, conditions, products, and yield Starting materials: O=C(O)c1cc2ccnc(N(Cc3ccccc3)Cc3ccccc3)c2[nH]1, CCN=C=NCCCN(C)C, CN(C)C=O, NCc1ccncc1, O, On1nnc2ccccc21. Yields the product O=C(NCc1ccncc1)c1cc2ccnc(N(Cc3ccccc3)Cc3ccccc3)c2[nH]1. Reaction SMILES: [CH2:1]([c:2]1[cH:3][cH:4][cH:5][cH:6][cH:7]1)[N:8]([c:9]1[n:10][cH:11][cH:12][c:13]2[c:14]1[nH:15][c:16]([C:18](=[O:19])[OH:20])[cH:17]2)[CH2:21][c:22]1[cH:23][cH:24][cH:25][cH:26][cH:27]1.[CH2:36]([N:37]=[C:38]=[N:39][CH2:40][CH2:41][CH2:42][N:43]([CH3:44])[CH3:45])[CH3:46].[CH3:58][N:59]([CH3:60])[CH:61]=[O:62].[NH2:28][CH2:29][c:30]1[cH:31][cH:32][n:33][cH:34][cH:35]1.[OH2:57].[OH:47][n:48]1[c:49]2[cH:50][cH:51][cH:52][cH:53][c:54]2[n:55][n:56]1>>[CH2:1]([c:2]1[cH:3][cH:4][cH:5][cH:6][cH:7]1)[N:8]([c:9]1[n:10][cH:11][cH:12][c:13]2[c:14]1[nH:15][c:16]([C:18](=[O:20])[NH:28][CH2:29][c:30]1[cH:31][cH:32][n:33][cH:34][cH:35]1)[cH:17]2)[CH2:21][c:22]1[cH:23][cH:24][cH:25][cH:26][cH:27]1. Reactants: C(=O)(O)[O-].[Na+] (NaHCO3), FC(C=1C=C(C=C(C1)C(F)(F)F)C(CNCC1=C(C=CC(=C1)C(F)(F)F)C1=C(C=CC(=C1)C(C)C)OC)N)(F)F (1-[3,5-bis(trifluoromethyl)phenyl]-N2-{[5′-isopropyl-2′-methoxy-4-(trifluoromethyl)biphenyl-2-yl]methyl}ethane-1,2-diamine), ClC(Cl)(OC(OC(Cl)(Cl)Cl)=O)Cl (triphosgene), CCN(C(C)C)C(C)C (DIPEA). Run in C(Cl)Cl (CH2Cl2). Conditions: temperature 0 celsius, time 45 minute. Yields the product FC(C=1C=C(C=C(C1)C(F)(F)F)C1NC(N(C1)CC1=C(C=CC(=C1)C(F)(F)F)C1=C(C=CC(=C1)C(C)C)OC)=O)(F)F (4-[3,5-bis(trifluoromethyl)phenyl]-1-{[5′-isopropyl-2′-methoxy-4-(trifluoromethyl)biphenyl-2-yl]methyl}imidazolidin-2-one). Reaction SMILES: [F:1][C:2]([F:40])([F:39])[C:3]1[CH:4]=[C:5]([CH:13]([NH2:38])[CH2:14][NH:15][CH2:16][C:17]2[CH:22]=[C:21]([C:23]([F:26])([F:25])[F:24])[CH:20]=[CH:19][C:18]=2[C:27]2[CH:32]=[C:31]([CH:33]([CH3:35])[CH3:34])[CH:30]=[CH:29][C:28]=2[O:36][CH3:37])[CH:6]=[C:7]([C:9]([F:12])([F:11])[F:10])[CH:8]=1.CCN(C(C)C)C(C)C.Cl[C:51](Cl)([O:53]C(=O)OC(Cl)(Cl)Cl)Cl.C([O-])(O)=O.[Na+]>C(Cl)Cl>[F:1][C:2]([F:39])([F:40])[C:3]1[CH:4]=[C:5]([CH:13]2[CH2:14][N:15]([CH2:16][C:17]3[CH:22]=[C:21]([C:23]([F:24])([F:25])[F:26])[CH:20]=[CH:19][C:18]=3[C:27]3[CH:32]=[C:31]([CH:33]([CH3:35])[CH3:34])[CH:30]=[CH:29][C:28]=3[O:36][CH3:37])[C:51](=[O:53])[NH:38]2)[CH:6]=[C:7]([C:9]([F:11])([F:10])[F:12])[CH:8]=1 |f:3.4|. Procedure details: A solution of 1-[3,5-bis(trifluoromethyl)phenyl]-N2-{[5′-isopropyl-2′-methoxy-4-(trifluoromethyl)biphenyl-2-yl]methyl}ethane-1,2-diamine (125.2 mg, 0.217 mmol) in CH2Cl2 (30 mL) was cooled to 0° C. and DIPEA (227 μL, 1.30 mmol) was added. Next, triphosgene (32.2 mg, 0.109 mmol) was added. The reaction was stirred at 0° C. for 45 minutes and then poured into saturated NaHCO3 (20 mL). The mixture was extracted with EtOAc (100 mL) and the organic layer was washed with brine (25 mL), dried over Na2S... Starting materials: N[C@@H](C)C(=O)OC (H-Ala-OMe), C(C)(C)(C)OC(=O)N[C@H](C(=O)O)C(C)(C)C ((S)-2-(tert-butoxycarbonylamino)-3,3-dimethylbutanoic acid), ClC(=O)OCC(C)C (isobutyl chloroformate), CN1CCOCC1 (NMM). The solvent is CN(C)C=O (DMF), C1CCOC1 (THF), CCOC(=O)C (EtOAc). Reaction conditions: temperature -40 celsius, time 1 hour. The product is C(C)OC([C@H](C)NC[C@H](C(C)(C)C)NC(=O)OC(C)(C)C)=O ((S)-2-((S)-2-tert-Butoxycarbonylamino-3,3-dimethyl-butylamino)-propionic acid ethyl ester). Isolated yield 43.8%. Reaction SMILES: [C:1]([O:5][C:6]([NH:8][C@@H:9]([C:13]([CH3:16])([CH3:15])[CH3:14])[C:10](O)=O)=[O:7])([CH3:4])([CH3:3])[CH3:2].Cl[C:18](OCC(C)C)=O.CN1CCOCC1.[NH2:32][C@H:33]([C:35]([O:37][CH3:38])=[O:36])[CH3:34]>C1COCC1.CN(C=O)C.CCOC(C)=O>[CH2:38]([O:37][C:35](=[O:36])[C@@H:33]([NH:32][CH2:10][C@@H:9]([NH:8][C:6]([O:5][C:1]([CH3:4])([CH3:3])[CH3:2])=[O:7])[C:13]([CH3:16])([CH3:15])[CH3:14])[CH3:34])[CH3:18]. Procedure: To a solution of (S)-2-(tert-butoxycarbonylamino)-3,3-dimethylbutanoic acid (18) (10 g, 43.3 mmol) in THF (100 mL) at −40° C. was added isobutyl chloroformate (5.9 mL, 45.5 mmol) followed by NMM (10.45 mL, 95.23 mmol) and stirred at −40° C. for 1 h. A solution of H-Ala-OMe (7.3 g, 47.6 mmol) in DMF (5 mL) was added to the above reaction mixture and stirred at −40° C. After 2.5 h, EtOAc (500 mL) was added to the reaction mixture, stirred for 10 min and filtered to remove the salts. The filtrate w...